This data is from the Open Reaction Database (ORD), a public repository of structured organic reaction records. The task is: describe an organic reaction: reactants, conditions, products, and yield Reactants: C(=O)(O)C1=CC=C(N)C=C1 (p-carboxy aniline), C1(\C=C/C(=O)O1)=O (maleic anhydride). Product: C(=O)(O)C1=CC=C(C=C1)NC(\C=C/C(=O)O)=O (N-(p-carboxyphenyl)maleamic acid). RXN SMILES: [C:1]([C:4]1[CH:10]=[CH:9][C:7]([NH2:8])=[CH:6][CH:5]=1)([OH:3])=[O:2].[C:11]1(=[O:17])[O:16][C:14](=[O:15])[CH:13]=[CH:12]1>>[C:1]([C:4]1[CH:10]=[CH:9][C:7]([NH:8][C:11](=[O:17])/[CH:12]=[CH:13]\[C:14]([OH:16])=[O:15])=[CH:6][CH:5]=1)([OH:3])=[O:2]. Procedure: Similarly, equimolar amounts of p-carboxy aniline and maleic anhydride reacted to produce N-(p-carboxyphenyl)maleamic acid.